This data is from the Open Reaction Database (ORD), a public repository of structured organic reaction records. The task is: describe an organic reaction: reactants, conditions, products, and yield The reactants are S(=O)(=O)(C1=CC=C(C)C=C1)OCCCC(COC1=CC=C(C=C1)F)OC(C)=O (4-acetoxy-5-(4-fluorophenoxy)-1-pentanol tosylate), [I-].[Na+] (sodium iodide). Run in CC(=O)C (acetone). Conditions: time 18 hour. Product: C(C)(=O)OC(CCCI)COC1=CC=C(C=C1)F (4-Acetoxy-5-(4-fluorophenoxy)-1-iodopentane). As a reaction SMILES: S(O[CH2:12][CH2:13][CH2:14][CH:15]([O:25][C:26](=[O:28])[CH3:27])[CH2:16][O:17][C:18]1[CH:23]=[CH:22][C:21]([F:24])=[CH:20][CH:19]=1)(C1C=CC(C)=CC=1)(=O)=O.[I-:29].[Na+]>CC(C)=O>[C:26]([O:25][CH:15]([CH2:16][O:17][C:18]1[CH:23]=[CH:22][C:21]([F:24])=[CH:20][CH:19]=1)[CH2:14][CH2:13][CH2:12][I:29])(=[O:28])[CH3:27] |f:1.2|. Procedure details: A solution of 4-acetoxy-5-(4-fluorophenoxy)-1-pentanol tosylate (73.5 g., 0.179 mole) and sodium iodide (79.5 g., 0.53 mole) in acetone (500 ml.) is allowed to stand at 25°-27° for 18 hours. The precipitated sodium tosylate is filtered off. Most of the acetone is evaporated from the filtrate and the residue is treated with 300 ml. of water. The oily product is taken up in ether, washed with dilute sodium thiosulfate solution, water and brine and dried over sodium sulfate. The solvent is distille... Reactants: S(N)(=O)(=O)Cl (sulfamoyl chloride), ClC=1C=C(OCCO)C=CC1 (2-(3-chlorophenoxy)ethanol). Yields the product S(N)(=O)(=O)OCCOC1=CC(=CC=C1)Cl (2-(3-Chlorophenoxy)ethanol sulfamate). Isolated yield 44.0%. As a reaction SMILES: [S:1](Cl)(=[O:4])(=[O:3])[NH2:2].[Cl:6][C:7]1[CH:8]=[C:9]([CH:14]=[CH:15][CH:16]=1)[O:10][CH2:11][CH2:12][OH:13]>>[S:1]([O:13][CH2:12][CH2:11][O:10][C:9]1[CH:14]=[CH:15][CH:16]=[C:7]([Cl:6])[CH:8]=1)(=[O:4])(=[O:3])[NH2:2]. Procedure: The title compound was prepared by procedures of Example 33 from sulfamoyl chloride and 2-(3-chlorophenoxy)ethanol. The oil obtained was further purified by chromatography and recrystallization as in Example 38 to give white solid, mp 66°-69° C., in 44% yield. Starting materials: [Al+3], COC(=O)c1c(Br)ccc2c1NC(=O)C(C)(C)N2, CCOC(C)=O, Cl, [H-], [H-], [H-], [H-], [Li+], C1CCOC1, O. Yields the product CC1(C)Nc2ccc(Br)c(CO)c2NC1=O. RXN SMILES: [Al+3:2].[Br:7][c:8]1[cH:9][cH:10][c:11]2[c:16]([c:17]1[C:18](=[O:19])[O:20][CH3:21])[NH:15][C:14](=[O:22])[C:13]([CH3:23])([CH3:24])[NH:12]2.[CH3:25][CH2:26][O:27][C:28](=[O:29])[CH3:30].[ClH:31].[H-:1].[H-:4].[H-:5].[H-:6].[Li+:3].[O:32]1[CH2:33][CH2:34][CH2:35][CH2:36]1.[OH2:37]>>[Br:7][c:8]1[cH:9][cH:10][c:11]2[c:16]([c:17]1[CH2:18][OH:19])[NH:15][C:14](=[O:22])[C:13]([CH3:23])([CH3:24])[NH:12]2. Starting materials: C[Si](Cl)(C)C (Trimethylchlorosilane), C1(CCCC1)=O (cyclopentanone), N (ammonia), BrCC(=O)OCC (ethyl bromoacetate). The reagents and catalysts are [Zn] (zinc). The solvent is CCOCC (Et2O), CCOCC (ether), CCOCC (ether). Conditions: time 15 minute. Product: OC1(CCC1)CC(=O)OCC (ethyl (1-hydroxycyclobutyl)-acetate). Yield: 54.1%. RXN SMILES: C[Si](C)(C)Cl.Br[CH2:7][C:8]([O:10][CH2:11][CH3:12])=[O:9].[C:13]1(=[O:18])[CH2:17][CH2:16][CH2:15]C1.N>CCOCC.[Zn]>[OH:18][C:13]1([CH2:7][C:8]([O:10][CH2:11][CH3:12])=[O:9])[CH2:15][CH2:16][CH2:17]1. Reported procedure: Trimethylchlorosilane (1.14 mL, 8.92 mmol) was added by syringe to a suspension of zinc powder (7.97 g, 0.122 mol) in absolute Et2O (200 mL). The mixture was stirred for 15 minutes at room temperature. The mixture was then heated to reflux, the heat source was removed, and ethyl bromoacetate (10.3 mL, 92.9 mmol) was added at such a rate that the ether solution gently boiled. The mixture was refluxed one hour then stirred for an additional hour at room temperature. A solution of cyclopentanone (6... Reactants: C=C[Mg+], [Cl-], [Cl-], Cl, [NH4+], C1CCOC1, O=Cc1cccc(Oc2ccccc2)c1. The product is C=CC(O)c1cccc(Oc2ccccc2)c1. As a reaction SMILES: [CH:2](=[CH2:3])[Mg+:4].[Cl-:1].[Cl-:20].[ClH:22].[NH4+:21].[O:23]1[CH2:24][CH2:25][CH2:26][CH2:27]1.[O:5]([c:6]1[cH:7][cH:8][cH:9][cH:10][cH:11]1)[c:12]1[cH:13][c:14]([CH:15]=[O:16])[cH:17][cH:18][cH:19]1>>[CH:2](=[CH2:3])[CH:15]([c:14]1[cH:13][c:12]([O:5][c:6]2[cH:7][cH:8][cH:9][cH:10][cH:11]2)[cH:19][cH:18][cH:17]1)[OH:16]. Reactants: C=C1C(C=CC=2OCC3=C(CC21)C=CC=C3)C(=O)OC (methyl 1-methylene-6,11-dihydrodibenz[b,e]oxepin-2-carboxylate), CN1CCNCC1 (1-Methylpiperazine), C=O (paraformaldehyde), FC(C(=O)O)(F)F (trifluoroacetic acid). Solvent: ClCC(Cl)(Cl)Cl (tetrachloroethane), ClCC(Cl)(Cl)Cl (tetrachloroethane). Reaction conditions: temperature 60 celsius, time 2 hour. The product is CN1CCN(CC1)CC=C1C2=C(OCC3=C1C=CC=C3)C=CC(=C2)C(=O)OC (methyl 11-[2-(4-methyl-1-piperazinyl)ethylidene]-6,11-dihydrodibenz[b,e]oxepin-2-carboxylate). RXN SMILES: [CH3:1][N:2]1[CH2:7][CH2:6][NH:5][CH2:4][CH2:3]1.C=O.F[C:11](F)(F)[C:12](O)=O.C=[C:18]1[C:28]2[CH2:27][C:26]3[CH:29]=[CH:30][CH:31]=[CH:32][C:25]=3[CH2:24][O:23][C:22]=2[CH:21]=[CH:20][CH:19]1[C:33]([O:35][CH3:36])=[O:34]>ClCC(Cl)(Cl)Cl>[CH3:1][N:2]1[CH2:7][CH2:6][N:5]([CH2:11][CH:12]=[C:27]2[C:26]3[CH:29]=[CH:30][CH:31]=[CH:32][C:25]=3[CH2:24][O:23][C:22]3[CH:21]=[CH:20][C:19]([C:33]([O:35][CH3:36])=[O:34])=[CH:18][C:28]2=3)[CH2:4][CH2:3]1. Procedure details: 1-Methylpiperazine, 30 ml, and 74 g of paraformaldehyde were dissolved in 2 l of tetrachloroethane and 100 ml of trifluoroacetic acid was dropwise added to the solution. After stirring at 60° C. for 2 hours, a solution of 36 g of methyl 1-methylene-6,11-dihydrodibenz[b,e]oxepin-2-carboxylate in 600 ml of tetrachloroethane was dropwise added to the reaction mixture followed by stirring at 90° C. for further 3 hours. The reaction mixture was concentrated to dryness under reduced pressure and 4 N h... Starting materials: C(C)(C)(C)OC(N(CCC(C)C)CC1=CC=C(C=C1)C1=C(C=C(C=C1)C(N)=O)C)=O ((4′-Carbamoyl-2′-methyl-biphenyl-4-ylmethyl)-(3-methyl-butyl)-carbamic acid tert-butyl ester), Cl (hydrogen chloride). Solvent: CO (methanol), O1CCOCC1 (dioxane). Conditions: time 12 hour. Product: [Cl-].C(N)(=O)C1=CC(=C(C=C1)C1=CC=C(C=C1)C[NH2+]CCC(C)C)C.[NH4+].[Cl-] (ammonium salt—(4′-carbamoyl-2′-methyl-biphenyl-4-ylmethyl)-(3-methyl-butyl)-ammonium chloride). RXN SMILES: C(OC(=O)[N:7]([CH2:13][C:14]1[CH:19]=[CH:18][C:17]([C:20]2[CH:25]=[CH:24][C:23]([C:26](=[O:28])[NH2:27])=[CH:22][C:21]=2[CH3:29])=[CH:16][CH:15]=1)[CH2:8][CH2:9][CH:10]([CH3:12])[CH3:11])(C)(C)C.[ClH:31]>CO.O1CCOCC1>[Cl-:31].[C:26]([C:23]1[CH:24]=[CH:25][C:20]([C:17]2[CH:18]=[CH:19][C:14]([CH2:13][NH2+:7][CH2:8][CH2:9][CH:10]([CH3:11])[CH3:12])=[CH:15][CH:16]=2)=[C:21]([CH3:29])[CH:22]=1)(=[O:28])[NH2:27].[NH4+:7].[Cl-:31] |f:4.5.6.7|. Reported procedure: (4′-Carbamoyl-2′-methyl-biphenyl-4-ylmethyl)-(3-methyl-butyl)-carbamic acid tert-butyl ester (I-4b: 8.0 g, 23 mmol) was dissolved in methanol (50 mL) and treated with 4M hydrogen chloride in dioxane (10 mL). After stirring for 12 hours, the volatiles were removed under reduced pressure and the resulting solid was titrated with hexanes and isolated by filtration to provide 7.1 g the title compound (E4-02) as a colorless solid. Reaction SMILES: [CH3:1][O:2][C:3]1[CH:8]=[CH:7][C:6]([C@H:9]2[C@@H:15]([O:16][CH2:17][C:18]([O:20]CC3C=CC=CC=3)=[O:19])[C:14](=[O:28])[N:13]([CH2:29][CH2:30][N:31]([CH3:33])[CH3:32])[C:12]3[CH:34]=[CH:35][CH:36]=[CH:37][C:11]=3[S:10]2)=[CH:5][CH:4]=1.[OH-].[Na+].O>C(O)C>[CH3:1][O:2][C:3]1[CH:4]=[CH:5][C:6]([C@H:9]2[C@@H:15]([O:16][CH2:17][C:18]([OH:20])=[O:19])[C:14](=[O:28])[N:13]([CH2:29][CH2:30][N:31]([CH3:32])[CH3:33])[C:12]3[CH:34]=[CH:35][CH:36]=[CH:37][C:11]=3[S:10]2)=[CH:7][CH:8]=1 |f:1.2|. The product is COC1=CC=C(C=C1)[C@@H]1SC2=C(N(C([C@@H]1OCC(=O)O)=O)CCN(C)C)C=CC=C2 ((±)-cis-2-(4-methoxyphenyl)-3-(carboxymethyl)oxy-5-[2-(dimethylamino)-ethyl]-2,3-dihydro-1,5-benzothiazepin-4(5H)-one). Reported procedure: A mixture of a solution of (±)-cis-2-(4-methoxyphenyl)-3-(benzyloxycarbonylmethyl)oxy-5-[2-(dimethylamino)ethyl]-2,3-dihydro-1,5-benzothiazepin-4(5H)-one (880 mg) in a mixed solvent of 10% aqueous sodium hydroxide solution (2 ml), water (15 ml) and ethanol (15 ml) is stirred at 50° C. for 30 minutes. After the completion of the reaction, ethanol is distilled off under reduced pressure. The aqueous layer is washed with ethyl acetate and acidified with acetic acid under ice-cooling, and then, satu... Conditions: temperature 50 celsius, time 30 minute. The reactants are COC1=CC=C(C=C1)[C@@H]1SC2=C(N(C([C@@H]1OCC(=O)OCC1=CC=CC=C1)=O)CCN(C)C)C=CC=C2 ((±)-cis-2-(4-methoxyphenyl)-3-(benzyloxycarbonylmethyl)oxy-5-[2-(dimethylamino)ethyl]-2,3-dihydro-1,5-benzothiazepin-4(5H)-one), [OH-].[Na+] (sodium hydroxide), O (water). Solvent: C(C)O (ethanol), C(C)O (ethanol). Yield: 31.6%. Reactants: CC(C)(C)OC(=O)N1CCNCC1, CC(C)(C)O, Cc1ccccc1, CCOCC, O=C(C=Cc1ccccc1)C=Cc1ccccc1, c1ccc(-c2ccccc2P(C2CCCCC2)C2CCCCC2)cc1, O=C(C=Cc1ccccc1)C=Cc1ccccc1, O=C(C=Cc1ccccc1)C=Cc1ccccc1, Clc1ccc(-c2nccnc2Cl)cc1, [Na], [Pd], [Pd]. Yields the product CC(C)(C)OC(=O)N1CCN(c2nccnc2-c2ccc(Cl)cc2)CC1. RXN SMILES: [C:15]([CH3:16])([CH3:17])([CH3:18])[O:19][C:20](=[O:21])[N:22]1[CH2:23][CH2:24][NH:25][CH2:26][CH2:27]1.[CH3:54][C:55]([OH:56])([CH3:57])[CH3:58].[CH3:59][c:60]1[cH:61][cH:62][cH:63][cH:64][cH:65]1.[CH3:66][CH2:67][O:68][CH2:69][CH3:70].[CH:109](=[CH:110][C:111]([CH:112]=[CH:113][c:114]1[cH:115][cH:116][cH:117][cH:118][cH:119]1)=[O:120])[c:121]1[cH:122][cH:123][cH:124][cH:125][cH:126]1.[CH:28]1([P:29]([CH:30]2[CH2:31][CH2:32][CH2:33][CH2:34][CH2:35]2)[c:36]2[cH:37][cH:38][cH:39][cH:40][c:41]2-[c:42]2[cH:43][cH:44][cH:45][cH:46][cH:47]2)[CH2:48][CH2:49][CH2:50][CH2:51][CH2:52]1.[CH:73](=[CH:74][C:75]([CH:76]=[CH:77][c:78]1[cH:79][cH:80][cH:81][cH:82][cH:83]1)=[O:84])[c:85]1[cH:86][cH:87][cH:88][cH:89][cH:90]1.[CH:91](=[CH:92][C:93]([CH:94]=[CH:95][c:96]1[cH:97][cH:98][cH:99][cH:100][cH:101]1)=[O:102])[c:103]1[cH:104][cH:105][cH:106][cH:107][cH:108]1.[Cl:1][c:2]1[n:3][cH:4][cH:5][n:6][c:7]1-[c:8]1[cH:9][cH:10][c:11]([Cl:14])[cH:12][cH:13]1.[Na:53].[Pd:71].[Pd:72]>>[c:2]1([N:25]2[CH2:24][CH2:23][N:22]([C:20]([O:19][C:15]([CH3:16])([CH3:17])[CH3:18])=[O:21])[CH2:27][CH2:26]2)[n:3][cH:4][cH:5][n:6][c:7]1-[c:8]1[cH:9][cH:10][c:11]([Cl:14])[cH:12][cH:13]1. Reactants: C(C1=CC=CC=C1)(=O)OOC(C1=CC=CC=C1)=O (benzoyl peroxide), FC=1C=C2C=CC(=CC2=CC1)C (6-Fluoro-2-methylnaphthalene), C1CC(=O)N(C1=O)Br (NBS). Solvent: C(Cl)(Cl)(Cl)Cl (CCl4). The product is BrCC1=CC2=CC=C(C=C2C=C1)F (2-Bromomethyl-6-fluoronaphthalene). As a reaction SMILES: [F:1][C:2]1[CH:3]=[C:4]2[C:9](=[CH:10][CH:11]=1)[CH:8]=[C:7]([CH3:12])[CH:6]=[CH:5]2.C1C(=O)N([Br:20])C(=O)C1.C(OOC(=O)C1C=CC=CC=1)(=O)C1C=CC=CC=1>C(Cl)(Cl)(Cl)Cl>[Br:20][CH2:12][C:7]1[CH:6]=[CH:5][C:4]2[C:9](=[CH:10][CH:11]=[C:2]([F:1])[CH:3]=2)[CH:8]=1. Procedure: 6-Fluoro-2-methylnaphthalene (20.5 g, 128 mmol, prepared by adaptation of the method of Wolinska-Mocydlarz et al2) and NBS (22.8 g, 128 mmol) were heated at reflux for 16 hr in CCl4 (210 mL) during which time, benzoyl peroxide (2.5 g) was added portionwise. The cooled solution was filtered and evaporated and the residue was extracted thoroughly with hexane (4×250 mL). The extracts were decanted from tarry material, combined and evaporated to give the product as a yellow solid, 29.8 g (97%).